From a dataset of the Open Reaction Database (ORD), a public repository of structured organic reaction records. describe an organic reaction: reactants, conditions, products, and yield The reactants are CN(C=O)C (dimethylformamide), C([O-])([O-])=O.[K+].[K+] (potassium carbonate), COS(=O)(=O)OC (dimethylsulfate), ON=C(C#N)C1=C(C=CC=C1)OC1=CC=CC=C1 (α-hydroxyimino-2-phenoxyphenylacetonitrile). Run in CCOCC (ether). Run at time 1.5 hour. Product: CON=C(C#N)C1=C(C=CC=C1)OC1=CC=CC=C1 (α-methoxyimino-2-phenoxyphenylacetonitrile). Yield: 89.6%. Reaction SMILES: [OH:1][N:2]=[C:3]([C:6]1[CH:11]=[CH:10][CH:9]=[CH:8][C:7]=1[O:12][C:13]1[CH:18]=[CH:17][CH:16]=[CH:15][CH:14]=1)[C:4]#[N:5].[CH3:19]N(C)C=O.C(=O)([O-])[O-].[K+].[K+].COS(OC)(=O)=O>CCOCC>[CH3:19][O:1][N:2]=[C:3]([C:6]1[CH:11]=[CH:10][CH:9]=[CH:8][C:7]=1[O:12][C:13]1[CH:18]=[CH:17][CH:16]=[CH:15][CH:14]=1)[C:4]#[N:5] |f:2.3.4|. Procedure details: To α-hydroxyimino-2-phenoxyphenylacetonitrile (a mixture of E- and Z-isomers) (1.19 9, 0.005 mole) were added dried dimethylformamide (10 ml) and potassium carbonate 0.90 g, 0.0065 mole), and dimethylsulfate (0.76 g, 0.006 mole) was added dropwise to the mixture under ice cooling, followed by stirring at room temperature for 1.5 hours. After completion of the reaction, ether (150 ml) was added, followed by washing twice with water (100 ml). The ether layer was dried over anhydrous magnesium sulf... The reactants are C(C)(C)(C)C1=C(C(=CC(=C1)C)C(C)(C)C)O (2,6-di(t-butyl)-4-methylphenol), glass, [OH-].C(CCC)[N+](CCCC)(CCCC)CCCC (tetrabutylammonium hydroxide). Run in C1CCCCC1 (cyclohexane). Conditions: temperature 50 celsius, time 1 hour. Product: C(C)(C)(C)C1=C([O-])C(=CC(=C1)C)C(C)(C)C.C(CCC)[N+](CCCC)(CCCC)CCCC (tetrabutylammonium 2,6-di(t-butyl)-4-methylphenoxide), polymer. The yield is 100.0%. As a reaction SMILES: [OH-].[CH2:2]([N+:6]([CH2:15][CH2:16][CH2:17][CH3:18])([CH2:11][CH2:12][CH2:13][CH3:14])[CH2:7][CH2:8][CH2:9][CH3:10])[CH2:3][CH2:4][CH3:5].[C:19]([C:23]1[CH:28]=[C:27]([CH3:29])[CH:26]=[C:25]([C:30]([CH3:33])([CH3:32])[CH3:31])[C:24]=1[OH:34])([CH3:22])([CH3:21])[CH3:20]>C1CCCCC1>[C:19]([C:23]1[CH:28]=[C:27]([CH3:29])[CH:26]=[C:25]([C:30]([CH3:33])([CH3:32])[CH3:31])[C:24]=1[O-:34])([CH3:22])([CH3:21])[CH3:20].[CH2:15]([N+:6]([CH2:2][CH2:3][CH2:4][CH3:5])([CH2:7][CH2:8][CH2:9][CH3:10])[CH2:11][CH2:12][CH2:13][CH3:14])[CH2:16][CH2:17][CH3:18] |f:0.1,4.5|. Procedure details: A 1 liter glass reaction vessel, fitted with a magnetic stirrer, a hose connector, and a septum was purged with nitrogen. Operating in an atmosphere of nitrogen, the vessel was charged with a cyclohexane solution (500 ml) which contained 50 grams poly(isobutylene-co-para-bromomethylstyrene) (Mv=10 k, 4.6% para-bromomethylstyrene). A cyclohexane solution of tetrabutylammonium 2,6-di(t-butyl)-4-methylphenoxide was prepared in a second flask under nitrogen by placing 100 ml cyclohexane, 30 ml tetra...